Dataset: the Open Reaction Database (ORD), a public repository of structured organic reaction records. Task: describe an organic reaction: reactants, conditions, products, and yield Starting materials: IN1C(=O)N(C(=O)C1(C)C)I (1,3-diiodo-5,5-dimethylhydantoin), CC(CS(=O)C)(C)NC(=O)C1=C(C(=O)OCCCC)C=CC=C1 (n-butyl 2-(1,1-dimethyl-2-methylsulfinylethylaminocarbonyl)benzoate), IN1C(=O)N(C(=O)C1(C)C)I (1,3-diiodo-5,5-dimethylhydantoin). Reagents/catalysts: C(C)(=O)[O-].[Pd+2].C(C)(=O)[O-] (palladium acetate). Run in CN(C(C)=O)C (N,N-dimethylacetamide). Reaction conditions: temperature 90 celsius, time 30 minute. Yields the product CC(CS(=O)C)(C)NC(=O)C1=C(C(=O)OCCCC)C=CC=C1I (n-butyl 2-(1,1-dimethyl-2-methylsulfinylethylaminocarbonyl)-3-iodobenzoate). Isolated yield 82.0%. RXN SMILES: [I:1]N1C(C)(C)C(=O)N(I)C1=O.[CH3:12][C:13]([NH:19][C:20]([C:22]1[CH:34]=[CH:33][CH:32]=[CH:31][C:23]=1[C:24]([O:26][CH2:27][CH2:28][CH2:29][CH3:30])=[O:25])=[O:21])([CH3:18])[CH2:14][S:15]([CH3:17])=[O:16]>C([O-])(=O)C.[Pd+2].C([O-])(=O)C.CN(C)C(=O)C>[CH3:12][C:13]([NH:19][C:20]([C:22]1[C:34]([I:1])=[CH:33][CH:32]=[CH:31][C:23]=1[C:24]([O:26][CH2:27][CH2:28][CH2:29][CH3:30])=[O:25])=[O:21])([CH3:18])[CH2:14][S:15]([CH3:17])=[O:16] |f:2.3.4|. Procedure details: Into the same reactor as in Example 1 were charged 1.32 mg of palladium acetate, 0.78 g of 1,3-diiodo-5,5-dimethylhydantoin, n-butyl 2-(1,1-dimethyl-2-methylsulfinylethylaminocarbonyl)benzoate and 5 ml of N,N-dimethylacetamide. After stirring the mixture at 90° C. for 30 minutes, 0.56 g of 1,3-diiodo-5,5-dimethylhydantoin was added, and the mixture thus obtained was stirred at 90° C. for 3.5 hours. After completion of the reaction, the solvent was distilled off under reduced pressure, an aqueous... The reactants are OC1=C(C=C(C=C1)CCC(=O)OCC)C1=C(C=CC(=C1)CCC(=O)OCC)O (2,2'-dihydroxy-5,5'-bis (2-ethoxycarbonylethyl) biphenyl), C(CCCCCCCCCC)Br (undecyl bromide), C([O-])([O-])=O.[K+].[K+] (potassium carbonate). The reagents and catalysts are [Cu] (copper). The solvent is CN(C)C=O (DMF). Yields the product C(CCCCCCCCCC)OC1=C(C=C(C=C1)CCC(=O)OCC)C1=C(C=CC(=C1)CCC(=O)OCC)O (2-undecyloxy-2'-hydroxy-5,5'-bis (2-ethoxycarbonylethyl) biphenyl). The yield is 88.0%. Reaction SMILES: [OH:1][C:2]1[CH:7]=[CH:6][C:5]([CH2:8][CH2:9][C:10]([O:12][CH2:13][CH3:14])=[O:11])=[CH:4][C:3]=1[C:15]1[CH:20]=[C:19]([CH2:21][CH2:22][C:23]([O:25][CH2:26][CH3:27])=[O:24])[CH:18]=[CH:17][C:16]=1[OH:28].[CH2:29](Br)[CH2:30][CH2:31][CH2:32][CH2:33][CH2:34][CH2:35][CH2:36][CH2:37][CH2:38][CH3:39].C(=O)([O-])[O-].[K+].[K+]>[Cu].CN(C=O)C>[CH2:39]([O:1][C:2]1[CH:7]=[CH:6][C:5]([CH2:8][CH2:9][C:10]([O:12][CH2:13][CH3:14])=[O:11])=[CH:4][C:3]=1[C:15]1[CH:20]=[C:19]([CH2:21][CH2:22][C:23]([O:25][CH2:26][CH3:27])=[O:24])[CH:18]=[CH:17][C:16]=1[OH:28])[CH2:38][CH2:37][CH2:36][CH2:35][CH2:34][CH2:33][CH2:32][CH2:31][CH2:30][CH3:29] |f:2.3.4|. Procedure: To 5 ml of a DMF solution containing 200 mg (0.5181 mmol) of 2,2'-dihydroxy-5,5'-bis (2-ethoxycarbonylethyl) biphenyl and 1179.8 μl (5.181 mmol) of undecyl bromide, there were added 85.8 mg (0.6217 mmol) of anhydrous potassium carbonate and a small amount of copper powder and the resulting mixture was agitated overnight at room temperature. The reaction mixture was filtered by suction through Celite to remove the solid matter and the filtrate was washed with ethyl acetate. After the solvent in t... The reactants are BrCC (bromoethane), OC=1C=C(C(=O)OC)C=CC1[N+](=O)[O-] (methyl 3-hydroxyl-4-nitrobenzoate), BrCC (bromoethane), C([O-])([O-])=O.[K+].[K+] (Potassium carbonate). The solvent is C(C)#N (ACN). Run at temperature 15 celsius, time 8 hour. The product is COC(C1=CC(=C(C=C1)[N+](=O)[O-])OCC)=O (3-Ethoxy-4-nitro-benzoic acid methyl ester). As a reaction SMILES: [OH:1][C:2]1[CH:3]=[C:4]([CH:9]=[CH:10][C:11]=1[N+:12]([O-:14])=[O:13])[C:5]([O:7][CH3:8])=[O:6].Br[CH2:16][CH3:17].C(=O)([O-])[O-].[K+].[K+]>C(#N)C>[CH3:8][O:7][C:5](=[O:6])[C:4]1[CH:9]=[CH:10][C:11]([N+:12]([O-:14])=[O:13])=[C:2]([O:1][CH2:16][CH3:17])[CH:3]=1 |f:2.3.4|. Reported procedure: A mixture of methyl 3-hydroxyl-4-nitrobenzoate (25.1 g, 125 mmol) and bromoethane (20 mL, 263 mmol) in 200 mL ACN is cooled to 15° C. Potassium carbonate (54.4 g, 390 mmol) is added and the reaction mixture is stirred overnight at 60° C. Additional bromoethane (10 mL, 131 mmol) is added and the reaction mixture is stirred overnight at 95° C. The reaction mixture is filtered and the filtrate is concentrated in vacuo. The residue is triturated with ACN and dried in vacuo. Yield: 26.5 g. Reactants: CN(C)C=O, Clc1ncnc2cc[nH]c12, Nc1ccc(OCc2ccccc2)c(CO)c1. Product: OCc1cc(Nc2ncnc3cc[nH]c23)ccc1OCc1ccccc1. As a reaction SMILES: [CH3:28][N:29]([CH3:30])[CH:31]=[O:32].[Cl:1][c:2]1[c:3]2[c:4]([n:5][cH:6][n:7]1)[cH:8][cH:9][nH:10]2.[NH2:11][c:12]1[cH:13][cH:14][c:15]([O:20][CH2:21][c:22]2[cH:23][cH:24][cH:25][cH:26][cH:27]2)[c:16]([CH2:18][OH:19])[cH:17]1>>[c:2]1([NH:11][c:12]2[cH:13][cH:14][c:15]([O:20][CH2:21][c:22]3[cH:23][cH:24][cH:25][cH:26][cH:27]3)[c:16]([CH2:18][OH:19])[cH:17]2)[c:3]2[c:4]([n:5][cH:6][n:7]1)[cH:8][cH:9][nH:10]2.